From a dataset of the Open Reaction Database (ORD), a public repository of structured organic reaction records. describe an organic reaction: reactants, conditions, products, and yield Starting materials: C(C)(=O)OCC (ethyl acetate), CC(C)([O-])C.[K+] (potassium t-butoxide), C(C)C=1NC(=C(N1)C(C)(C)O)C(=O)OCC (ethyl 2-ethyl-4-(1-hydroxy-1-methylethyl)imidazole-5-carboxylate), BrCC1=CC=C(C=C1)C=1C(=CC=CC1)C(=O)OC(C)(C)C (t-butyl 4'-bromomethylbiphenyl-2-carboxylate). Run in O (water), CN(C(C)=O)C (N,N-dimethylacetamide). Run at time 10 minute. The product is C(C)(C)(C)OC(=O)C1=C(C=CC=C1)C1=CC=C(C=C1)CN1C(=NC(=C1C(=O)OCC)C(C)(C)O)CC (Ethyl 1-[(2'-t-butoxycarbonylbiphenyl-4yl)methyl]-2-ethyl-4-(1-hydroxy-1-methylethyl)imidazole-5-carboxylate). Isolated yield 89.5%. RXN SMILES: CC(C)([O-])C.[K+].[CH2:7]([C:9]1[NH:10][C:11]([C:18]([O:20][CH2:21][CH3:22])=[O:19])=[C:12]([C:14]([OH:17])([CH3:16])[CH3:15])[N:13]=1)[CH3:8].Br[CH2:24][C:25]1[CH:30]=[CH:29][C:28]([C:31]2[C:32]([C:37]([O:39][C:40]([CH3:43])([CH3:42])[CH3:41])=[O:38])=[CH:33][CH:34]=[CH:35][CH:36]=2)=[CH:27][CH:26]=1.C(OCC)(=O)C>CN(C)C(=O)C.O>[C:40]([O:39][C:37]([C:32]1[CH:33]=[CH:34][CH:35]=[CH:36][C:31]=1[C:28]1[CH:29]=[CH:30][C:25]([CH2:24][N:10]2[C:11]([C:18]([O:20][CH2:21][CH3:22])=[O:19])=[C:12]([C:14]([OH:17])([CH3:16])[CH3:15])[N:13]=[C:9]2[CH2:7][CH3:8])=[CH:26][CH:27]=1)=[O:38])([CH3:43])([CH3:42])[CH3:41] |f:0.1|. Procedure details: 0.337 g of potassium t-butoxide was added to a solution of 0.68 g of ethyl 2-ethyl-4-(1-hydroxy-1-methylethyl)imidazole-5-carboxylate (prepared as described in Preparation 37) in 7 ml of N,N-dimethylacetamide, and the resulting mixture was stirred at room temperature for 10 minutes. 1.04 g of t-butyl 4'-bromomethylbiphenyl-2-carboxylate was then added to the resulting solution, and the reaction mixture was stirred at room temperature for 4 hours. At the end of this time, it was mixed with ethyl ... Starting materials: ClC1=C2C(=NC3=CC=CC=C13)N(N=C2C)C2=NC=CC=C2 (4-chloro-3-methyl-1-(2-pyridinyl)-1H-pyrazolo[3,4-b]quinoline), N1CCOCC1 (morpholine), C([O-])([O-])=O.[K+].[K+] (potassium carbonate). Solvent: CN(C=O)C (N,N-dimethylformamide). Run at temperature 100 celsius. The product is CC1=NN(C2=NC3=CC=CC=C3C(=C21)N2CCOCC2)C2=NC=CC=C2 (3-Methyl-4-(4-morpholinyl)-1-(2-pyridinyl)-1H-pyrazolo[3,4-b]quinoline). Isolated yield 36.5%. Reaction SMILES: Cl[C:2]1[C:11]2[C:6](=[CH:7][CH:8]=[CH:9][CH:10]=2)[N:5]=[C:4]2[N:12]([C:16]3[CH:21]=[CH:20][CH:19]=[CH:18][N:17]=3)[N:13]=[C:14]([CH3:15])[C:3]=12.[NH:22]1[CH2:27][CH2:26][O:25][CH2:24][CH2:23]1.C(=O)([O-])[O-].[K+].[K+]>CN(C)C=O>[CH3:15][C:14]1[C:3]2[C:4](=[N:5][C:6]3[C:11]([C:2]=2[N:22]2[CH2:27][CH2:26][O:25][CH2:24][CH2:23]2)=[CH:10][CH:9]=[CH:8][CH:7]=3)[N:12]([C:16]2[CH:21]=[CH:20][CH:19]=[CH:18][N:17]=2)[N:13]=1 |f:2.3.4|. Procedure details: A solution of 4-chloro-3-methyl-1-(2-pyridinyl)-1H-pyrazolo[3,4-b]quinoline (1.47 g, 5.00 mmol), morpholine (0.87 g, 10.0 mmol) and potassium carbonate (1.38 g, 10.0 mmol) in N,N-dimethylformamide (20 mL) was heated under reflux at 100° C. for 12 hours. The solution was cooled to room temperature, and concentrated under reduced pressure. The residue was poured into water and organic matter was extracted with chloroform. The extract was washed with saturated brine, dried over anhydrous sodium sul...